This data is from the Open Reaction Database (ORD), a public repository of structured organic reaction records. The task is: describe an organic reaction: reactants, conditions, products, and yield Reactants: O=C([O-])[O-], CCOC(Cc1ccc(O)cc1C)C(=O)OC, FC(F)(F)c1ccc(-c2nc(CCl)cs2)cc1, O=C(CCl)CCl, [Cs+], [Cs+], NC(=S)c1ccc(C(F)(F)F)cc1, [I-], [K+]. Product: CCOC(Cc1ccc(OCc2csc(-c3ccc(C(F)(F)F)cc3)n2)cc1C)C(=O)OC. RXN SMILES: [C:54](=[O:55])([O-:56])[O-:57].[CH3:1][O:2][C:3]([CH:4]([CH2:5][c:6]1[c:7]([CH3:13])[cH:8][c:9]([OH:12])[cH:10][cH:11]1)[O:14][CH2:15][CH3:16])=[O:17].[Cl:18][CH2:19][c:20]1[n:21][c:22](-[c:25]2[cH:26][cH:27][c:28]([C:31]([F:32])([F:33])[F:34])[cH:29][cH:30]2)[s:23][cH:24]1.[Cl:48][CH2:49][C:50]([CH2:51][Cl:52])=[O:53].[Cs+:58].[Cs+:59].[F:35][C:36]([F:37])([F:38])[c:39]1[cH:40][cH:41][c:42]([C:43]([NH2:44])=[S:45])[cH:46][cH:47]1.[I-:61].[K+:60]>>[CH3:1][O:2][C:3]([CH:4]([CH2:5][c:6]1[c:7]([CH3:13])[cH:8][c:9]([O:12][CH2:19][c:20]2[n:21][c:22](-[c:25]3[cH:26][cH:27][c:28]([C:31]([F:32])([F:33])[F:34])[cH:29][cH:30]3)[s:23][cH:24]2)[cH:10][cH:11]1)[O:14][CH2:15][CH3:16])=[O:17]. Starting materials: cyclic carbonate, NC=1C=C2C=CN=C(C2=CC1)N(C(=O)OC(C)(C)C)C(=O)OC(C)(C)C (6-amino-1-bis(tert-butoxy carbonyl)aminoisoquinoline), C(C)(C)(C)C1=CC=C(C=C1)N1C([C@H](OCC1)[C@H](C(=O)O)O)=O ((2R)-2-[(2R)-4-(4-tert-butylphenyl)-3-oxomorpholin-2-yl]-2-hydroxyacetic acid), NC1=C(C=C(C#N)C=C1)Cl (4-amino-3-chlorobenzonitrile). The product is C(C)(C)(C)C1=CC=C(C=C1)N1C([C@H](OCC1)[C@H](C(=O)NC1=C(C=C(C=C1)C#N)Cl)O)=O ((2R)-2-[(2R)-4-(4-tert-butylphenyl)-3-oxomorpholin-2-yl]-N-(2-chloro-4-cyanophenyl)-2-hydroxyacetamide). RXN SMILES: [C:1]([C:5]1[CH:10]=[CH:9][C:8]([N:11]2[CH2:16][CH2:15][O:14][C@H:13]([C@@H:17]([OH:21])[C:18]([OH:20])=O)[C:12]2=[O:22])=[CH:7][CH:6]=1)([CH3:4])([CH3:3])[CH3:2].[NH2:23][C:24]1[CH:31]=[CH:30][C:27]([C:28]#[N:29])=[CH:26][C:25]=1[Cl:32].NC1C=C2C(=CC=1)C(N(C(OC(C)(C)C)=O)C(OC(C)(C)C)=O)=NC=C2>>[C:1]([C:5]1[CH:6]=[CH:7][C:8]([N:11]2[CH2:16][CH2:15][O:14][C@H:13]([C@@H:17]([OH:21])[C:18]([NH:23][C:24]3[CH:31]=[CH:30][C:27]([C:28]#[N:29])=[CH:26][C:25]=3[Cl:32])=[O:20])[C:12]2=[O:22])=[CH:9][CH:10]=1)([CH3:4])([CH3:3])[CH3:2]. Procedure: According to the Step 1-3 in synthetic method for EXAMPLE 1, a cyclic carbonate analogue (0.2 g) derived from compound 52-4 and 4-amino-3-chlorobenzonitrile (91.6 mg) were used instead of 1-2 and 6-amino-1-bis(tert-butoxy carbonyl)aminoisoquinoline, under high concentration condition (1M), to obtain compound 66-1 (93.1 mg) as a colorless amorphous solid. Reactants: CS(C)=O, Oc1ccc(F)cc1, [H-], O=Cc1ccc([N+](=O)[O-])o1, [Na+], O. Product: O=Cc1ccc(Oc2ccc(F)cc2)o1. Reaction SMILES: [CH3:1][S:2]([CH3:3])=[O:4].[F:5][c:6]1[cH:7][cH:8][c:9]([OH:12])[cH:10][cH:11]1.[H-:14].[N+:15]([O-:16])(=[O:17])[c:18]1[cH:19][cH:20][c:21]([CH:23]=[O:24])[o:22]1.[Na+:13].[OH2:25]>>[F:5][c:6]1[cH:7][cH:8][c:9]([O:12][c:18]2[cH:19][cH:20][c:21]([CH:23]=[O:24])[o:22]2)[cH:10][cH:11]1. Starting materials: COCOC1=CC=C(C=C1)C(C1=C(C(=O)OCOC)C=CC=C1)C1=CC=C(C=C1)OCOC (methoxymethyl 2-[bis(4-methoxymethoxyphenyl)methyl]-benzoate), [H-].[Al+3].[Li+].[H-].[H-].[H-] (lithium aluminum hydride), O (water), [OH-].[Na+] (sodium hydroxide), O (water). The solvent is O1CCCC1 (tetrahydrofuran). Run at time 10 minute. Yields the product COCOC1=CC=C(C=C1)C(C1=C(CO)C=CC=C1)C1=CC=C(C=C1)OCOC (2-[Bis(4-methoxymethoxyphenyl)methyl]benzyl alcohol). The yield is 83.0%. Reaction SMILES: [CH3:1][O:2][CH2:3][O:4][C:5]1[CH:10]=[CH:9][C:8]([CH:11]([C:24]2[CH:29]=[CH:28][C:27]([O:30][CH2:31][O:32][CH3:33])=[CH:26][CH:25]=2)[C:12]2[CH:23]=[CH:22][CH:21]=[CH:20][C:13]=2[C:14](OCOC)=[O:15])=[CH:7][CH:6]=1.[H-].[Al+3].[Li+].[H-].[H-].[H-].O.[OH-].[Na+]>O1CCCC1>[CH3:33][O:32][CH2:31][O:30][C:27]1[CH:26]=[CH:25][C:24]([CH:11]([C:8]2[CH:7]=[CH:6][C:5]([O:4][CH2:3][O:2][CH3:1])=[CH:10][CH:9]=2)[C:12]2[CH:23]=[CH:22][CH:21]=[CH:20][C:13]=2[CH2:14][OH:15])=[CH:29][CH:28]=1 |f:1.2.3.4.5.6,8.9|. Procedure details: In 500 ml of tetrahydrofuran was dissolved 74 g of methoxymethyl 2-[bis(4-methoxymethoxyphenyl)methyl]-benzoate obtained by Reference Example 3. The solution was ice-cooled, 10 g of lithium aluminum hydride was added thereto, and the mixture was stirred for 10 minutes. The reaction mixture was stirred for additional 30 minutes at room temperature, and ice cooled, and then 10 ml of water, 10 ml of aqueous 15% sodium hydroxide and 30 ml of water were added thereto in order. The mixture was filtere... Starting materials: CC(=O)CC(=O)c1cccnc1, CCO, N. Yields the product CC(N)=CC(=O)c1cccnc1. Reaction SMILES: [C:1]([c:2]1[cH:3][n:4][cH:5][cH:6][cH:7]1)(=[O:8])[CH2:9][C:10]([CH3:11])=[O:12].[CH3:14][CH2:15][OH:16].[NH3:13]>>[C:1]([c:2]1[cH:3][n:4][cH:5][cH:6][cH:7]1)(=[O:8])[CH:9]=[C:10]([CH3:11])[NH2:13]. Reactants: C(C)OC(CNC(C(=O)C1=CC=C(C=C1)Cl)C)=O (N-[2-(4-chlorophenyl)-1-methyl-2-oxoethyl]-glycine ethyl ester), C1(CC1)N=C=O (cyclopropyl isocyanate). Run in O1CCCC1 (tetrahydrofuran). Reaction conditions: time 8 hour. The product is C(C)OC(CN1C(N(C(=C1C)C1=CC=C(C=C1)Cl)C1CC1)=O)=O (Ethyl[4-(4-chlorophenyl)-3-cyclopropyl-5-methyl-2-oxo-2,3-dihydro-1H-imidazol-1-yl]-acetate). Reaction SMILES: [CH2:1]([O:3][C:4](=[O:18])[CH2:5][NH:6][CH:7]([CH3:17])[C:8]([C:10]1[CH:15]=[CH:14][C:13]([Cl:16])=[CH:12][CH:11]=1)=O)[CH3:2].[CH:19]1([N:22]=[C:23]=[O:24])[CH2:21][CH2:20]1>O1CCCC1>[CH2:1]([O:3][C:4](=[O:18])[CH2:5][N:6]1[C:7]([CH3:17])=[C:8]([C:10]2[CH:15]=[CH:14][C:13]([Cl:16])=[CH:12][CH:11]=2)[N:22]([CH:19]2[CH2:21][CH2:20]2)[C:23]1=[O:24])[CH3:2]. Procedure: 355 mg (1.32 mmol) of N-[2-(4-chlorophenyl)-1-methyl-2-oxoethyl]-glycine ethyl ester from Example 117A are placed in 5 ml tetrahydrofuran, treated with 109 mg (1.32 mmol) of cyclopropyl isocyanate and stirred overnight at room temperature. The reaction mixture is evaporated and the residue purified by flash chromatography on silica gel (eluent: first dichloromethane, then dichloromethane/methanol 200:1→100:1). 425 mg (91% of theory) of the target compound are thus obtained. The reactants are COC(=O)C=1C(=C2C=C(C(N(C2=CN1)CC1=CC=CC=C1)=O)C1=CC=CC=C1)O (1-benzyl-5-hydroxy-2-oxo-3-phenyl-1,2-dihydro-[1,7]naphthyridine-6-carboxylic acid methyl ester), N[C@H](CC1=CC=CC=C1)C(=O)O (D-phenylalanine), C[O-].[Na+] (NaOMe). The solvent is COCCO (2-methoxyethanol), C(=O)(O)[O-].[Na+] (NaHCO3). Yields the product C(C1=CC=CC=C1)N1C(C(=CC2=C(C(=NC=C12)C(=O)N[C@@H](C(=O)O)CC1=CC=CC=C1)O)C1=CC=CC=C1)=O ((R)-2-[(1-Benzyl-5-hydroxy-2-oxo-3-phenyl-1,2-dihydro-[1,7]naphthyridine-6-carbonyl)-amino]-3-phenyl-propionic acid). Isolated yield 43.3%. RXN SMILES: CO[C:3]([C:5]1[C:6]([OH:29])=[C:7]2[C:12](=[CH:13][N:14]=1)[N:11]([CH2:15][C:16]1[CH:21]=[CH:20][CH:19]=[CH:18][CH:17]=1)[C:10](=[O:22])[C:9]([C:23]1[CH:28]=[CH:27][CH:26]=[CH:25][CH:24]=1)=[CH:8]2)=[O:4].[NH2:30][C@@H:31]([C:39]([OH:41])=[O:40])[CH2:32][C:33]1[CH:38]=[CH:37][CH:36]=[CH:35][CH:34]=1.C[O-].[Na+]>COCCO.C([O-])(O)=O.[Na+]>[CH2:15]([N:11]1[C:12]2[C:7](=[C:6]([OH:29])[C:5]([C:3]([NH:30][C@H:31]([CH2:32][C:33]3[CH:38]=[CH:37][CH:36]=[CH:35][CH:34]=3)[C:39]([OH:41])=[O:40])=[O:4])=[N:14][CH:13]=2)[CH:8]=[C:9]([C:23]2[CH:28]=[CH:27][CH:26]=[CH:25][CH:24]=2)[C:10]1=[O:22])[C:16]1[CH:17]=[CH:18][CH:19]=[CH:20][CH:21]=1 |f:2.3,5.6|. Reported procedure: A mixture of 1-benzyl-5-hydroxy-2-oxo-3-phenyl-1,2-dihydro-[1,7]naphthyridine-6-carboxylic acid methyl ester (60 mg, 0.16 mmol), D-phenylalanine (514 mg, 3.1 mmol), and NaOMe (126 mg, 2.3 mmol) in 2-methoxyethanol (10 mL) was refluxed for 2 h. After the mixture was cooled to r.t., solvent was evaporated in vacuo. The residue was partitioned between EtOAc and water. 1 M HCl was added with vigorous stirring until pH was about 3. The organic layer was dried over MgSO4 and concentrated. The residue ...